Dataset: the Open Reaction Database (ORD), a public repository of structured organic reaction records. Task: describe an organic reaction: reactants, conditions, products, and yield Procedure details: To a solution of 7.5 g piperazine-1,4-dicarboxylic acid propyl ester tert-butyl ester in 70 ml dichloromethane were added 10 ml TFA. After stirring for 36 h the solution was concentrated and the residue codistilled with toluene twice. Yield: 9.2 g. As a reaction SMILES: C(OC([N:8]1[CH2:13][CH2:12][N:11]([C:14]([O:16][CH2:17][CH2:18][CH3:19])=[O:15])[CH2:10][CH2:9]1)=O)(C)(C)C.C(O)(C(F)(F)F)=O>ClCCl>[CH2:17]([O:16][C:14]([N:11]1[CH2:12][CH2:13][NH:8][CH2:9][CH2:10]1)=[O:15])[CH2:18][CH3:19]. Product: C(CC)OC(=O)N1CCNCC1 (piperazine-1-carboxylic acid propyl ester). The solvent is ClCCl (dichloromethane). Conditions: time 36 hour. Reactants: C(C)(C)(C)OC(=O)N1CCN(CC1)C(=O)OCCC (piperazine-1,4-dicarboxylic acid propyl ester tert-butyl ester), C(=O)(C(F)(F)F)O (TFA). The reactants are NC1=NC(=C(C(N1CC)=O)C1=CNC(C=C1)=O)C1=CC(=CC=C1)F (2-amino-3-ethyl-6-(3-fluorophenyl)-5-(6-oxo-1,6-dihydro-3-pyridinyl)-3,4-dihydro-4-pyrimidinone), C1(=CC=CC=C1)B(O)O (phenylboronic acid), N1=CC=CC=C1 (pyridine). Reagents/catalysts: C(C)(=O)[O-].[Cu+2].C(C)(=O)[O-] (copper acetate). Run in CN(C=O)C (N,N-dimethylformamide). Reaction conditions: time 24 hour. Yields the product NC1=NC(=C(C(N1CC)=O)C1=CN(C(C=C1)=O)C1=CC=CC=C1)C1=CC(=CC=C1)F (2-Amino-3-ethyl-6-(3-fluorophenyl)-5-(6-oxo-1-phenyl-1,6-dihydro-3-pyridinyl)-3,4-dihydro-4-pyrimidinone). Yield: 33.1%. Reaction SMILES: [NH2:1][C:2]1[N:7]([CH2:8][CH3:9])[C:6](=[O:10])[C:5]([C:11]2[CH:16]=[CH:15][C:14](=[O:17])[NH:13][CH:12]=2)=[C:4]([C:18]2[CH:23]=[CH:22][CH:21]=[C:20]([F:24])[CH:19]=2)[N:3]=1.[C:25]1(B(O)O)[CH:30]=[CH:29][CH:28]=[CH:27][CH:26]=1.N1C=CC=CC=1>C([O-])(=O)C.[Cu+2].C([O-])(=O)C.CN(C)C=O>[NH2:1][C:2]1[N:7]([CH2:8][CH3:9])[C:6](=[O:10])[C:5]([C:11]2[CH:16]=[CH:15][C:14](=[O:17])[N:13]([C:25]3[CH:30]=[CH:29][CH:28]=[CH:27][CH:26]=3)[CH:12]=2)=[C:4]([C:18]2[CH:23]=[CH:22][CH:21]=[C:20]([F:24])[CH:19]=2)[N:3]=1 |f:3.4.5|. Procedure: In a flask were placed 2-amino-3-ethyl-6-(3-fluorophenyl)-5-(6-oxo-1,6-dihydro-3-pyridinyl)-3,4-dihydro-4-pyrimidinone (20 mg, 0.06 mmol), copper acetate (3 mg, 0.01 mmol), phenylboronic acid (15 mg, 0.12 mmol), pyridine (11 μL, 0.12 mmol) and N,N-dimethylformamide (1 mL), followed by stirring at room temperature for 24 hours. After filtering off the insoluble matters, the filtrate was purified by HPLC, to give the title compound (8 mg). Reactants: ClC=1C2=C(N=CN1)NC(C2=CC=2NC(=CC2C)C(=O)N2CCOCC2)=O (4-chloro-5-[3-methyl-5-(morpholine-4-carbonyl)-1H-pyrrol-2-ylmethylene]-5,7-dihydro-pyrrolo[2,3-d]pyrimidin-6-one), C1(=CC=CC=C1)[C@@H](C)N ((R)-(+)-1-phenylethylamine). Solvent: COCCO (2-methoxyethanol), O (water). Run at temperature 115 celsius. Yields the product CC1=C(NC(=C1)C(=O)N1CCOCC1)C=C1C(NC=2N=CN=C(C21)NC(C)C2=CC=CC=C2)=O (5-[3-Methyl-5-(morpholine-4-carbonyl)-1H-pyrrol-2-yl-methylene]-4-(1-phenyl-ethylamino)-5,7-dihydro-pyrrolo[2,3-D]pyrimidin-6-one). Isolated yield 83.1%. As a reaction SMILES: Cl[C:2]1[C:3]2[C:10](=[CH:11][C:12]3[NH:13][C:14]([C:18]([N:20]4[CH2:25][CH2:24][O:23][CH2:22][CH2:21]4)=[O:19])=[CH:15][C:16]=3[CH3:17])[C:9](=[O:26])[NH:8][C:4]=2[N:5]=[CH:6][N:7]=1.[C:27]1([C@H:33]([NH2:35])[CH3:34])[CH:32]=[CH:31][CH:30]=[CH:29][CH:28]=1>COCCO.O>[CH3:17][C:16]1[CH:15]=[C:14]([C:18]([N:20]2[CH2:25][CH2:24][O:23][CH2:22][CH2:21]2)=[O:19])[NH:13][C:12]=1[CH:11]=[C:10]1[C:3]2[C:2]([NH:35][CH:33]([C:27]3[CH:32]=[CH:31][CH:30]=[CH:29][CH:28]=3)[CH3:34])=[N:7][CH:6]=[N:5][C:4]=2[NH:8][C:9]1=[O:26]. Reported procedure: A mixture of 4-chloro-5-[3-methyl-5-(morpholine-4-carbonyl)-1H-pyrrol-2-ylmethylene]-5,7-dihydro-pyrrolo[2,3-d]pyrimidin-6-one (37 mg, 0.1 mmol) and (R)-(+)-1-phenylethylamine (121 mg, 1 mmol) in 2-methoxyethanol (0.5 mL) was heated at 110-120° C. for 1.5 hours. The reaction was diluted with water and filtered. The precipitate was washed with water, little ethanol, ethyl acetate, hexane and dried to give 38.1 mg (81%) of the title compound as a yellow solid. MS 459 [M++1]. Reactants: C(=C)N=C=O (vinyl isocyanate), 110, C1(CCCCC1)O (cyclohexanol), C(CCCCCCCCCCC)(=O)[O-].C(CCCCCCCCCCC)(=O)[O-].C(CCC)[Sn+2]CCCC (dibutyltin dilaurate). Run in C(C)(=O)OCC (ethyl acetate), C(C)(=O)OCC (ethyl acetate). Run at temperature 40 celsius, time 2 hour. Yields the product C(=C)NC(OC1CCCCC1)=O (Cyclohexyl N-vinylcarbamate). Reaction SMILES: [CH:1]([N:3]=[C:4]=[O:5])=[CH2:2].[CH:6]1([OH:12])[CH2:11][CH2:10][CH2:9][CH2:8][CH2:7]1.C([O-])(=O)CCCCCCCCCCC.C([O-])(=O)CCCCCCCCCCC.C([Sn+2]CCCC)CCC>C(OCC)(=O)C>[CH:1]([NH:3][C:4](=[O:5])[O:12][CH:6]1[CH2:11][CH2:10][CH2:9][CH2:8][CH2:7]1)=[CH2:2] |f:2.3.4|. Reported procedure: 69 parts of vinyl isocyanate and 89.5 parts of ethyl acetate are initially taken in a reaction vessel and are heated at 40° C. A mixture of 110 parts of cyclohexanol, 89.5 parts of ethyl acetate and 0.02% of dibutyltin dilaurate as the catalyst is added in the course of one hour, after which the mixture is allowed to continue reacting for a further 2 hours at 40° C. A pale yellow solution is obtained, from which, on cooling, the reaction product separates out in the form of crystals. Content of ...